This data is from the Open Reaction Database (ORD), a public repository of structured organic reaction records. The task is: describe an organic reaction: reactants, conditions, products, and yield The reactants are CON(C(=O)C=1N=CN(C1)C=1C=C(C=CC1)C1=C(C=CC=C1)OC)C (1-(2′-Methoxy-biphenyl-3-yl)-1H-imidazole-4-carboxylic acid methoxy-methyl-amide), CN1C=NC=C1 (1-methylimidazole). Yields the product COC1=C(C=CC=C1)C1=CC(=CC=C1)N1C=NC(=C1)C(=O)C=1N(C=CN1)C ([1-(2′-Methoxy-biphenyl-3-yl)-1H-imidazol-4-yl]-(1-methyl-imidazol-2-yl)-methanone). RXN SMILES: CON(C)[C:4]([C:6]1[N:7]=[CH:8][N:9]([C:11]2[CH:12]=[C:13]([C:17]3[CH:22]=[CH:21][CH:20]=[CH:19][C:18]=3[O:23][CH3:24])[CH:14]=[CH:15][CH:16]=2)[CH:10]=1)=[O:5].[CH3:26][N:27]1[CH:31]=[CH:30][N:29]=[CH:28]1>>[CH3:24][O:23][C:18]1[CH:19]=[CH:20][CH:21]=[CH:22][C:17]=1[C:13]1[CH:14]=[CH:15][CH:16]=[C:11]([N:9]2[CH:10]=[C:6]([C:4]([C:28]3[N:27]([CH3:26])[CH:31]=[CH:30][N:29]=3)=[O:5])[N:7]=[CH:8]2)[CH:12]=1. Reported procedure: This compound is prepared by method C using compound 12c and 1-methylimidazole Reported procedure: According to the Step 28-1 in synthetic method for EXAMPLE 28, compound 115-3 (0.2 g) and tosylchloride (203 mg) were used instead of 26-5 and mesyl chloride to obtain compound 116-1 (108 mg) as a pale yellow amorphous solid. Reaction SMILES: Cl.[OH:2][CH:3]([CH:9]1[O:14][CH2:13][CH2:12][NH:11][CH2:10]1)[C:4]([O:6][CH2:7][CH3:8])=[O:5].[S:15](Cl)([C:18]1[CH:24]=[CH:23][C:21]([CH3:22])=[CH:20][CH:19]=1)(=[O:17])=[O:16].S(Cl)(C)(=O)=O>>[OH:2][CH:3]([CH:9]1[O:14][CH2:13][CH2:12][N:11]([S:15]([C:18]2[CH:24]=[CH:23][C:21]([CH3:22])=[CH:20][CH:19]=2)(=[O:17])=[O:16])[CH2:10]1)[C:4]([O:6][CH2:7][CH3:8])=[O:5] |f:0.1|. Yield: 35.5%. The product is OC(C(=O)OCC)C1CN(CCO1)S(=O)(=O)C1=CC=C(C=C1)C (ethyl 2-hydroxy-2-[4-(p-tolylsulfonyl)morpholin-2-yl]acetate). The reactants are Cl.OC(C(=O)OCC)C1CNCCO1 (ethyl 2-hydroxy-2-morpholin-2-ylacetate hydrochloride), S(=O)(=O)(C1=CC=C(C)C=C1)Cl (tosylchloride), S(=O)(=O)(C)Cl (mesyl chloride). Starting materials: COC(=O)C1=NN(C=N1)C1=CC(=CC=C1)Cl (1-(3-chloro-phenyl)-1H-[1,2,4]-triazole-3-carboxylic acid methyl ester), [OH-].[Na+] (NaOH). The solvent is C1CCOC1 (THF), O (water), C1CCOC1 (THF). The product is ClC=1C=C(C=CC1)N1N=C(N=C1)C(=O)O (1-(3-Chloro-phenyl)-1H-[1,2,4]-triazole-3-carboxylic acid). Reaction SMILES: C[O:2][C:3]([C:5]1[N:9]=[CH:8][N:7]([C:10]2[CH:15]=[CH:14][CH:13]=[C:12]([Cl:16])[CH:11]=2)[N:6]=1)=[O:4].[OH-].[Na+]>C1COCC1.O>[Cl:16][C:12]1[CH:11]=[C:10]([N:7]2[CH:8]=[N:9][C:5]([C:3]([OH:4])=[O:2])=[N:6]2)[CH:15]=[CH:14][CH:13]=1 |f:1.2|. Procedure details: 14.8 g (62.3 mmol) 1-(3-chloro-phenyl)-1H-[1,2,4]-triazole-3-carboxylic acid methyl ester was taken up in 70 mL THF and treated with 40 mL 4M aqueous NaOH solution at RT for 12 h. The reaction mixture was diluted with water, THF was removed by distillation, ice water was added and the mixture was acidified with 4 M aqueous HCl solution. The precipitated was filtered off, washed with water and triturated with diethyl ether.